describe an organic reaction: reactants, conditions, products, and yield From a dataset of the Open Reaction Database (ORD), a public repository of structured organic reaction records. Starting materials: ClC1=C(C2=C(CCN(CC2)C(C(F)(F)F)=O)C=C1)OS(=O)(=O)C(F)(F)F (7-chloro-3-(2,2,2-trifluoroacetyl)-6-trifluoromethanesulfonyloxy-2,3,4,5-tetrahydro-1H-benzo[d]azepine), C([O-])([O-])=O.[Cs+].[Cs+] (cesium carbonate), C1(=CC=CC=C1)C1(CC1)N (1-phenyl-cyclopropylamine), C=1C=CC(=CC1)P(C=2C=CC=CC2)C3=CC=C4C=CC=CC4=C3C5=C6C=CC=CC6=CC=C5P(C=7C=CC=CC7)C=8C=CC=CC8 (BINAP). The reagents and catalysts are C=1C=CC(=CC1)/C=C/C(=O)/C=C/C2=CC=CC=C2.C=1C=CC(=CC1)/C=C/C(=O)/C=C/C2=CC=CC=C2.C=1C=CC(=CC1)/C=C/C(=O)/C=C/C2=CC=CC=C2.[Pd].[Pd] (tris(dibenzylideneacetone)dipalladium(0)). Product: ClC1=C(C2=C(CCN(CC2)C(C(F)(F)F)=O)C=C1)NC1(CC1)C1=CC=CC=C1 (7-chloro-6-(1-phenyl-cyclopropylamino)-3-(2,2,2-trifluoroacetyl)-2,3,4,5-tetrahydro-1H-benzo[d]azepine). Reaction SMILES: [Cl:1][C:2]1[CH:18]=[CH:17][C:5]2[CH2:6][CH2:7][N:8]([C:11](=[O:16])[C:12]([F:15])([F:14])[F:13])[CH2:9][CH2:10][C:4]=2[C:3]=1OS(C(F)(F)F)(=O)=O.[C:27]1([C:33]2([NH2:36])[CH2:35][CH2:34]2)[CH:32]=[CH:31][CH:30]=[CH:29][CH:28]=1.C1C=CC(P(C2C(C3C(P(C4C=CC=CC=4)C4C=CC=CC=4)=CC=C4C=3C=CC=C4)=C3C(C=CC=C3)=CC=2)C2C=CC=CC=2)=CC=1.C(=O)([O-])[O-].[Cs+].[Cs+]>C1C=CC(/C=C/C(/C=C/C2C=CC=CC=2)=O)=CC=1.C1C=CC(/C=C/C(/C=C/C2C=CC=CC=2)=O)=CC=1.C1C=CC(/C=C/C(/C=C/C2C=CC=CC=2)=O)=CC=1.[Pd].[Pd]>[Cl:1][C:2]1[CH:18]=[CH:17][C:5]2[CH2:6][CH2:7][N:8]([C:11](=[O:16])[C:12]([F:15])([F:14])[F:13])[CH2:9][CH2:10][C:4]=2[C:3]=1[NH:36][C:33]1([C:27]2[CH:32]=[CH:31][CH:30]=[CH:29][CH:28]=2)[CH2:35][CH2:34]1 |f:3.4.5,6.7.8.9.10|. Reported procedure: Use a method similar to the General Procedure 5-2 to couple 7-chloro-3-(2,2,2-trifluoroacetyl)-6-trifluoromethanesulfonyloxy-2,3,4,5-tetrahydro-1H-benzo[d]azepine (0.2 g, 0.47 mmol) with 1-phenyl-cyclopropylamine (0.2 g, 1.41 mmol) using tris(dibenzylideneacetone)dipalladium(0) (43.0 mg, 0.05 mmol), BINAP (0.1 g, 0.15 mmol) and cesium carbonate (0.3 g, 0.97 mmol) at 90° C. for 17 h to obtain 7-chloro-6-(1-phenyl-cyclopropylamino)-3-(2,2,2-trifluoroacetyl)-2,3,4,5-tetrahydro-1H-benzo[d]azepine as... Reactants: OS(=O)(=O)O (H2SO4), C1(=CC=CC=C1)NN (phenyl hydrazine), C(#N)CC(C(=O)OCC)=O.[Na] (sodium ethyl cyanopyruvate), C1(=CC=CC=C1)NN (Phenyl hydrazine), crude product, hydrazone. Solvent: C(C)O (ethanol), C(Cl)(Cl)Cl (chloroform), O (water), CCO (EtOH). Reaction conditions: temperature 135 celsius. The product is C(C)OC(=O)C1=NN(C(=C1)N)C1=CC=CC=C1 (5-Amino-1-phenyl-1H-pyrazole-3-carboxylic acid ethyl ester). Yield: 79.9%. Reaction SMILES: [C:1]1([NH:7][NH2:8])[CH:6]=[CH:5][CH:4]=[CH:3][CH:2]=1.OS(O)(=O)=O.[C:14]([CH2:16][C:17](=O)[C:18]([O:20][CH2:21][CH3:22])=[O:19])#[N:15].[Na]>O.C(Cl)(Cl)Cl.CCO>[CH2:21]([O:20][C:18]([C:17]1[CH:16]=[C:14]([NH2:15])[N:7]([C:1]2[CH:6]=[CH:5][CH:4]=[CH:3][CH:2]=2)[N:8]=1)=[O:19])[CH3:22] |f:2.3,^1:23|. Procedure details: Phenyl hydrazine (2.94 ml, 0.03 moles) was dissolved in water (50 ml) in a 500 ml beaker. Concentrated H2SO4 (1.63 ml, 0.03 mole) was added drop-wise using a pipette while cooling with ice water bath. This phenyl hydrazine solution was then added to a stirred solution of sodium ethyl cyanopyruvate (5.37 g, 0.03 mole) in 70 ml of chloroform in a 500 ml round bottom flask at room temperature. Stirring was maintained for about 24 hrs and the reaction was monitored by LCMS. After the completion of r... Reactants: C(=O)(OCC1=CC=CC=C1)N1CCC(CC1)=O (N-Cbz-4-piperidinone), Cl.C(C)(C)(C)OC([C@@H](N)C)=O (L-alanine tert-butyl ester hydrochloride), C(C)(=O)O[BH-](OC(C)=O)OC(C)=O.[Na+] (sodium triacetoxyborohydride). Solvent: ClC(C)Cl (dichloroethane). Conditions: time 20 hour. Product: C(C)(C)(C)OC([C@H](C)NC1CCN(CC1)C(=O)OCC1=CC=CC=C1)=O (1—benzyl 4-{[(2S)-1-tert-butoxy-1-oxopropan-2-yl]amino}piperidine-1-carboxylate). The yield is 97.5%. As a reaction SMILES: [C:1]([N:11]1[CH2:16][CH2:15][C:14](=O)[CH2:13][CH2:12]1)([O:3][CH2:4][C:5]1[CH:10]=[CH:9][CH:8]=[CH:7][CH:6]=1)=[O:2].Cl.[C:19]([O:23][C:24](=[O:28])[C@H:25]([CH3:27])[NH2:26])([CH3:22])([CH3:21])[CH3:20].C(O[BH-](OC(=O)C)OC(=O)C)(=O)C.[Na+]>ClC(Cl)C>[C:19]([O:23][C:24](=[O:28])[C@@H:25]([NH:26][CH:14]1[CH2:15][CH2:16][N:11]([C:1]([O:3][CH2:4][C:5]2[CH:10]=[CH:9][CH:8]=[CH:7][CH:6]=2)=[O:2])[CH2:12][CH2:13]1)[CH3:27])([CH3:22])([CH3:21])[CH3:20] |f:1.2,3.4|. Reported procedure: To a solution of N-Cbz-4-piperidinone (3.497 g, 15.0 mmol) in dichloroethane (100 mL) was added L-alanine tert-butyl ester hydrochloride (2.731 g, 15.03 mmol) and sodium triacetoxyborohydride (6.47 g, 30.5 mmol). The mixture was stirred for 20 hours at room temperature, then quenched by the addition of saturated ammonium chloride (100 mL). The mixture was poured into ethyl acetate (500 mL), washed with water (2 times 100 mL), dried (MgSO4) and concentrated to yield the desired product (5.30 g, 9... Starting materials: CCO, COc1ccc([N+](=O)[O-])cc1OC1CCN(C)C1. The product is COc1ccc(N)cc1OC1CCN(C)C1. Reaction SMILES: [CH3:19][CH2:20][OH:21].[CH3:1][O:2][c:3]1[c:4]([O:5][CH:6]2[CH2:7][N:8]([CH3:11])[CH2:9][CH2:10]2)[cH:12][c:13]([N+:16]([O-:17])=[O:18])[cH:14][cH:15]1>>[CH3:1][O:2][c:3]1[c:4]([O:5][CH:6]2[CH2:7][N:8]([CH3:11])[CH2:9][CH2:10]2)[cH:12][c:13]([NH2:16])[cH:14][cH:15]1. Starting materials: CC(C)n1ncnc1-c1nc2c(s1)CCOc1ccc(Br)cc1-2, OB(O)c1cccnc1C(F)(F)F. The product is CC(C)n1ncnc1-c1nc2c(s1)CCOc1ccc(-c3cccnc3C(F)(F)F)cc1-2. Reaction SMILES: [Br:1][c:2]1[cH:3][cH:4][c:5]2[c:6]([cH:23]1)-[c:7]1[n:8][c:9](-[c:15]3[n:16]([CH:20]([CH3:21])[CH3:22])[n:17][cH:18][n:19]3)[s:10][c:11]1[CH2:12][CH2:13][O:14]2.[F:24][C:25]([c:26]1[n:27][cH:28][cH:29][cH:30][c:31]1[B:32]([OH:33])[OH:34])([F:35])[F:36]>>[c:2]1(-[c:31]2[c:26]([C:25]([F:24])([F:35])[F:36])[n:27][cH:28][cH:29][cH:30]2)[cH:3][cH:4][c:5]2[c:6]([cH:23]1)-[c:7]1[n:8][c:9](-[c:15]3[n:16]([CH:20]([CH3:21])[CH3:22])[n:17][cH:18][n:19]3)[s:10][c:11]1[CH2:12][CH2:13][O:14]2. Starting materials: O=C1CCC(=O)N1Br, COc1cc(C)ccc1C#N, ClCCCl, CC(C)(C#N)N=NC(C)(C)C#N. The product is COc1cc(CBr)ccc1C#N. As a reaction SMILES: [Br:12][N:13]1[C:14](=[O:15])[CH2:16][CH2:17][C:18]1=[O:19].[CH3:1][c:2]1[cH:3][c:4]([O:10][CH3:11])[c:5]([C:6]#[N:7])[cH:8][cH:9]1.[Cl:32][CH2:33][CH2:34][Cl:35].[N:20]#[C:21][C:22]([N:23]=[N:24][C:25]([C:26]#[N:27])([CH3:28])[CH3:29])([CH3:30])[CH3:31]>>[CH2:1]([c:2]1[cH:3][c:4]([O:10][CH3:11])[c:5]([C:6]#[N:7])[cH:8][cH:9]1)[Br:12]. Starting materials: Brc1ccccc1, Cc1onc(-c2ccccc2)c1-c1ccnc(N)n1, CC(C)(C)[O-], Cc1ccccc1, CCOC(C)=O, O=C(C=Cc1ccccc1)C=Cc1ccccc1, O=C(C=Cc1ccccc1)C=Cc1ccccc1, O=C(C=Cc1ccccc1)C=Cc1ccccc1, [Na+], [Pd], [Pd], c1ccc(P(c2ccccc2)c2ccc3ccccc3c2-c2c(P(c3ccccc3)c3ccccc3)ccc3ccccc23)cc1. Product: Cc1onc(-c2ccccc2)c1-c1ccnc(Nc2ccccc2)n1. As a reaction SMILES: [Br:20][c:21]1[cH:22][cH:23][cH:24][cH:25][cH:26]1.[CH3:1][c:2]1[c:3](-[c:13]2[n:14][c:15]([NH2:19])[n:16][cH:17][cH:18]2)[c:4](-[c:7]2[cH:8][cH:9][cH:10][cH:11][cH:12]2)[n:5][o:6]1.[CH3:73][C:74]([CH3:75])([O-:76])[CH3:77].[CH3:79][c:80]1[cH:81][cH:82][cH:83][cH:84][cH:85]1.[CH3:86][CH2:87][O:88][C:89](=[O:90])[CH3:91].[CH:112](=[CH:113][C:114]([CH:115]=[CH:116][c:117]1[cH:118][cH:119][cH:120][cH:121][cH:122]1)=[O:123])[c:124]1[cH:125][cH:126][cH:127][cH:128][cH:129]1.[CH:130](=[CH:131][C:132]([CH:133]=[CH:134][c:135]1[cH:136][cH:137][cH:138][cH:139][cH:140]1)=[O:141])[c:142]1[cH:143][cH:144][cH:145][cH:146][cH:147]1.[CH:94](=[CH:95][C:96]([CH:97]=[CH:98][c:99]1[cH:100][cH:101][cH:102][cH:103][cH:104]1)=[O:105])[c:106]1[cH:107][cH:108][cH:109][cH:110][cH:111]1.[Na+:78].[Pd:92].[Pd:93].[cH:27]1[cH:28][cH:29][c:30]([P:31]([c:32]2[cH:33][cH:34][c:35]3[c:36]([cH:37][cH:38][cH:39][cH:40]3)[c:41]2-[c:42]2[c:43]3[c:44]([cH:45][cH:46][cH:47][cH:48]3)[cH:49][cH:50][c:51]2[P:52]([c:53]2[cH:54][cH:55][cH:56][cH:57][cH:58]2)[c:59]2[cH:60][cH:61][cH:62][cH:63][cH:64]2)[c:65]2[cH:66][cH:67][cH:68][cH:69][cH:70]2)[cH:71][cH:72]1>>[CH3:1][c:2]1[c:3](-[c:13]2[n:14][c:15]([NH:19][c:21]3[cH:22][cH:23][cH:24][cH:25][cH:26]3)[n:16][cH:17][cH:18]2)[c:4](-[c:7]2[cH:8][cH:9][cH:10][cH:11][cH:12]2)[n:5][o:6]1.